From a dataset of the Open Reaction Database (ORD), a public repository of structured organic reaction records. describe an organic reaction: reactants, conditions, products, and yield Starting materials: C(CCC)[Li] (n-butyl lithium), BrC1=CC(=C(C(=C1)C)N1N=C(C(=C1CC)CN1CC2=CC=CC=C2C[C@@H]1COCC)CC)C ((R)-2-[1-(4-bromo-2,6-dimethylphenyl)-3,5-diethyl-1H-pyrazol-4-ylmethyl]-3-ethoxymethyl-1,2,3,4-tetrahydro-isoquinoline), C(C)I (ethyl iodide). The solvent is O1CCCC1 (tetrahydrofuran). Run at temperature -78 celsius, time 10 minute. The product is C(C)C1=NN(C(=C1CN1CC2=CC=CC=C2C[C@@H]1COCC)CC)C1=C(C=C(C=C1C)CC)C ((R)-2-[3,5-Diethyl-1-(4-ethyl-2,6-dimethylphenyl)-1H-pyrazol-4-ylmethyl]-3-ethoxymethyl-1,2,3,4-tetrahydro-isoquinoline). The yield is 71.5%. RXN SMILES: [CH2:1]([Li])[CH2:2]CC.Br[C:7]1[CH:12]=[C:11]([CH3:13])[C:10]([N:14]2[C:18]([CH2:19][CH3:20])=[C:17]([CH2:21][N:22]3[C@@H:31]([CH2:32][O:33][CH2:34][CH3:35])[CH2:30][C:29]4[C:24](=[CH:25][CH:26]=[CH:27][CH:28]=4)[CH2:23]3)[C:16]([CH2:36][CH3:37])=[N:15]2)=[C:9]([CH3:38])[CH:8]=1.C(I)C>O1CCCC1>[CH2:36]([C:16]1[C:17]([CH2:21][N:22]2[C@@H:31]([CH2:32][O:33][CH2:34][CH3:35])[CH2:30][C:29]3[C:24](=[CH:25][CH:26]=[CH:27][CH:28]=3)[CH2:23]2)=[C:18]([CH2:19][CH3:20])[N:14]([C:10]2[C:11]([CH3:13])=[CH:12][C:7]([CH2:1][CH3:2])=[CH:8][C:9]=2[CH3:38])[N:15]=1)[CH3:37]. Reported procedure: To a solution of n-butyl lithium (2.5 M hexane solution; 0.062 ml, 0.16 mmol) chilled to -78° C., a solution of (R)-2-[1-(4-bromo-2,6-dimethylphenyl)-3,5-diethyl-1H-pyrazol-4-ylmethyl]-3-ethoxymethyl-1,2,3,4-tetrahydro-isoquinoline (72 mg, 0.14 mmol) in anhydrous tetrahydrofuran (0.2 ml) was added dropwise. After stirring at -78° C. for 10 minutes, anhydrous ethyl iodide (0.056 ml, 0.70 mmol) was added. The resulting mixture was warmed to ambient temperature and stirred for 1 hour. The reaction ... Reactants: C(C)(=O)N1C=NC=C1 (1-acetylimidazole), BrCCOC1=CC=C(C(=O)OCC)C=C1 (ethyl 4-(2-bromoethoxy)benzoate), [I-].[Na+] (sodium iodide). Run in C(C)#N (acetonitrile). Reaction conditions: temperature 100 celsius. Yields the product [I-].C(C)(=O)[N+]1=CN(C=C1)CCOC1=CC=C(C=C1)C(=O)OCC (1-acetyl-3-[2-(4-ethoxycarbonylphenoxy)-ethyl]imidazolium iodide). Yield: 72.1%. RXN SMILES: [C:1]([N:4]1[CH:8]=[CH:7][N:6]=[CH:5]1)(=[O:3])[CH3:2].Br[CH2:10][CH2:11][O:12][C:13]1[CH:23]=[CH:22][C:16]([C:17]([O:19][CH2:20][CH3:21])=[O:18])=[CH:15][CH:14]=1.[I-:24].[Na+]>C(#N)C>[I-:24].[C:1]([N+:4]1[CH:8]=[CH:7][N:6]([CH2:10][CH2:11][O:12][C:13]2[CH:23]=[CH:22][C:16]([C:17]([O:19][CH2:20][CH3:21])=[O:18])=[CH:15][CH:14]=2)[CH:5]=1)(=[O:3])[CH3:2] |f:2.3,5.6|. Procedure details: 2.2 g of 1-acetylimidazole, 5.5 g of ethyl 4-(2-bromoethoxy)benzoate, and 3.0 g of sodium iodide were added to 10 ml of dry acetonitrile, and the mixture was heated in a sealed tube under nitrogen atmosphere at 100° C. for 6 hours. After the reaction mixture was cooled, the insoluble materials were filtered off and the filtrate was concentrated under reduced pressure. The residue was triturated with an adequate amount of dry diethyl ether and the r resulting powder was collected by filtration an... Procedure: To a solution of ethyl (2R)-4-bromo-2-methyl-2-(methylsulfonyl)butanoate (4.5 g, 15.7 mmol, 1 eq) in DMSO (5 mL) was added sodium azide (1.02 g, 15.7 mmol, 1 eq). The mixture was heated at 80° C. for 3 h. The mixture was then diluted with EtOAc and washed with water. The organic layer was dried (MgSO4), filtered and concentrated to give ethyl (2R)-4-azido-2-methyl-2-(methylsulfonyl)butanoate which was used without further purification. The solvent is CCOC(=O)C (EtOAc), CS(=O)C (DMSO). RXN SMILES: Br[CH2:2][CH2:3][C@@:4]([CH3:14])([S:10]([CH3:13])(=[O:12])=[O:11])[C:5]([O:7][CH2:8][CH3:9])=[O:6].[N-:15]=[N+:16]=[N-:17].[Na+]>CS(C)=O.CCOC(C)=O>[N:15]([CH2:2][CH2:3][C@@:4]([CH3:14])([S:10]([CH3:13])(=[O:12])=[O:11])[C:5]([O:7][CH2:8][CH3:9])=[O:6])=[N+:16]=[N-:17] |f:1.2|. Yields the product N(=[N+]=[N-])CC[C@](C(=O)OCC)(S(=O)(=O)C)C (ethyl (2R)-4-azido-2-methyl-2-(methylsulfonyl)butanoate). Run at temperature 80 celsius. Starting materials: BrCC[C@](C(=O)OCC)(S(=O)(=O)C)C (ethyl (2R)-4-bromo-2-methyl-2-(methylsulfonyl)butanoate), [N-]=[N+]=[N-].[Na+] (sodium azide).